Dataset: the Open Reaction Database (ORD), a public repository of structured organic reaction records. Task: describe an organic reaction: reactants, conditions, products, and yield RXN SMILES: [NH:1]1[CH2:6][CH2:5][O:4][CH:3]([CH2:7][C:8]23[CH2:22][CH:15]([C:16]4[CH:17]=[CH:18][CH:19]=[CH:20][C:21]=42)[C:14]2[C:9]3=[CH:10][CH:11]=[CH:12][CH:13]=2)[CH2:2]1.[CH2:23]=O.Cl>C(O)=O>[CH3:23][N:1]1[CH2:6][CH2:5][O:4][CH:3]([CH2:7][C:8]23[CH2:22][CH:15]([C:16]4[CH:17]=[CH:18][CH:19]=[CH:20][C:21]=42)[C:14]2[C:9]3=[CH:10][CH:11]=[CH:12][CH:13]=2)[CH2:2]1. Yields the product CN1CC(OCC1)CC12C3=CC=CC=C3C(C=3C=CC=CC13)C2 (9-(4-methyl-2-morpholinylmethyl)-9,10-dihydro-9,10-methanoanthracene). Procedure: A mixture of 9-(2-morpholinylmethyl)-9,10-dihydro-9,10-methanoanthracene (200 mg), formic acid (600 mg) and 37% formalin (0.25 ml) was stirred at 80° C for 2 hours. 4N Hydrochloric acid was added to the cooled reaction mixture, and the reaction mixture was evaporated to dryness. The residue was diluted with water, basified with aqueous ammonia and extracted with ethyl acetate. The ethyl acetate layer was washed with water, dried over anhydrous sodium sulfate and evaporated to dryness to give 9-(... The reactants are N1CC(OCC1)CC12C3=CC=CC=C3C(C=3C=CC=CC13)C2 (9-(2-morpholinylmethyl)-9,10-dihydro-9,10-methanoanthracene), C=O (formalin), Cl (Hydrochloric acid). The solvent is C(=O)O (formic acid). Reaction conditions: temperature 80 celsius, time 2 hour.